Task: describe an organic reaction: reactants, conditions, products, and yield. Dataset: the Open Reaction Database (ORD), a public repository of structured organic reaction records The reactants are N1C(=O)C(=O)C2=CC=CC=C12 (isatin), O=CC(Cl)(Cl)Cl (chloral), [Cl-].O[NH3+] (hydroxylammonium chloride), Cl (hydrochloride), NC1=CC=CC=C1 (aniline). The product is C1=CC=C(C=C1)NC(=O)/C=N/O (isonitrosoacetanilide). Reaction SMILES: [NH:1]1[C:11]2[C:6](=[CH:7][CH:8]=[CH:9][CH:10]=2)[C:4](=O)[C:2]1=[O:3].O=CC(Cl)(Cl)Cl.[Cl-].[OH:19][NH3+:20].Cl.NC1C=CC=CC=1>>[CH:8]1[CH:7]=[CH:6][C:11]([NH:1][C:2](/[CH:4]=[N:20]/[OH:19])=[O:3])=[CH:10][CH:9]=1 |f:2.3|. Procedure details: The isatin derivative (9) can be synthesized, for example, as shown in the following reaction scheme. That is, an aqueous solution obtained by adding chloral and hydroxylammonium chloride to hydrochloride of an aniline derivative (10) as a starting material is reacted for 0.5 to 2 hours with heating at 70° to 110° C. to give an isonitrosoacetanilide derivative, and this product is cyclized with concentrated sulfuric acid and hydrolyzed to give an isatin derivative (9). ##STR10## wherein R1A to R... The reactants are CN(C)C=O (DMF), S(=O)(Cl)Cl (thionyl chloride), C(CCC)OCCOC1=CC=C(C=C1)C=1C=CC2=C(C=C(CCN2CCC)C(=O)O)C1 (7-[4-(2-butoxyethoxy)phenyl]-1-propyl-2,3-dihydro-1-benzazepine-4-carboxylic acid). Solvent: C1CCOC1 (THF). Conditions: time 1 hour. Yields the product C(CC)N1CCC(=CC2=C1C=CC=C2)C(=O)N (1-propyl-2,3-dihydro-1-benzazepine-4-carboxamide). RXN SMILES: C(OCCOC1C=CC([C:15]2[CH:16]=[CH:17][C:18]3[N:24]([CH2:25][CH2:26][CH3:27])[CH2:23][CH2:22][C:21]([C:28](O)=[O:29])=[CH:20][C:19]=3[CH:31]=2)=CC=1)CCC.C[N:33](C=O)C.S(Cl)(Cl)=O>C1COCC1>[CH2:25]([N:24]1[C:18]2[CH:17]=[CH:16][CH:15]=[CH:31][C:19]=2[CH:20]=[C:21]([C:28]([NH2:33])=[O:29])[CH2:22][CH2:23]1)[CH2:26][CH3:27]. Procedure: 7-[4-(2-butoxyethoxy)phenyl]-1-propyl-2,3-dihydro-1-benzazepine-4-carboxylic acid (0.80 g) was dissolved in THF (8.0 ml), DMF (3 droplets) was added to the mixture, thionyl chloride (0.20 ml) was added to the mixture, and the mixture was stirred for 1 hour at room temperature. The solvent was removed under reduced pressure, and a solution of the obtained residue in THF (16 ml) was added dropwise to a solution of 4-[3-(imidazol-1-yl)propyl]aniline (0.42 g) and triethylamine (2.1 ml) in THF (12.6 ... Starting materials: O1C(=CC=C1)C=1OC(=C(N1)COC1=CC=C(CN2N=C(C(=C2)CCC(=O)OCC)O)C=C1)C (ethyl 3-[1-[4-[2-(2-furyl)-5-methyl-4-oxazolylmethoxy]benzyl]-3-hydroxy-1H-pyrazol-4-yl]propionate), [H-].[Na+] (sodium hydride), O (water), C(C1=CC=CC=C1)Br (Benzyl bromide). Solvent: CN(C=O)C (N,N-dimethylformamide). Run at time 30 minute. Product: C(C1=CC=CC=C1)OC1=NN(C=C1CCC(=O)OCC)CC1=CC=C(C=C1)OCC=1N=C(OC1C)C=1OC=CC1 (ethyl 3-[3-benzyloxy-1-[4-[2-(2-furyl)-5-methyl-4-oxazolylmethoxy]benzyl]-1H-pyrazol-4-yl]propionate). Yield: 71.0%. RXN SMILES: [O:1]1[CH:5]=[CH:4][CH:3]=[C:2]1[C:6]1[O:7][C:8]([CH3:33])=[C:9]([CH2:11][O:12][C:13]2[CH:32]=[CH:31][C:16]([CH2:17][N:18]3[CH:22]=[C:21]([CH2:23][CH2:24][C:25]([O:27][CH2:28][CH3:29])=[O:26])[C:20]([OH:30])=[N:19]3)=[CH:15][CH:14]=2)[N:10]=1.[H-].[Na+].[CH2:36](Br)[C:37]1[CH:42]=[CH:41][CH:40]=[CH:39][CH:38]=1.O>CN(C)C=O>[CH2:36]([O:30][C:20]1[C:21]([CH2:23][CH2:24][C:25]([O:27][CH2:28][CH3:29])=[O:26])=[CH:22][N:18]([CH2:17][C:16]2[CH:31]=[CH:32][C:13]([O:12][CH2:11][C:9]3[N:10]=[C:6]([C:2]4[O:1][CH:5]=[CH:4][CH:3]=4)[O:7][C:8]=3[CH3:33])=[CH:14][CH:15]=2)[N:19]=1)[C:37]1[CH:42]=[CH:41][CH:40]=[CH:39][CH:38]=1 |f:1.2|. Procedure details: To a solution of ethyl 3-[1-[4-[2-(2-furyl)-5-methyl-4-oxazolylmethoxy]benzyl]-3-hydroxy-1H-pyrazol-4-yl]propionate (452 mg) in N,N-dimethylformamide (10 ml), sodium hydride (60%, oily, 40.0 mg) was added at 0° C., and the solution was stirred at room temperature for 30 minutes. Benzyl bromide (0.178 ml) was added to the reaction mixture, which was stirred at room temperature for one hour. The reaction mixture was poured into water, which was extracted with ethyl acetate. The ethyl acetate layer... The reactants are CC1C(CCCC1)N1CCCC1 (N-(2-methylcyclohexyl)pyrrolidine), C(C)I (ethyl iodide). Product: [I-].C(C)[N+]1(CCCC1)C1C(CCCC1)C (N-ethyl-N-(2-methylcyclohexyl)pyrrolidinium iodide), hydroxide ion. As a reaction SMILES: [CH3:1][CH:2]1[CH2:7][CH2:6][CH2:5][CH2:4][CH:3]1[N:8]1[CH2:12][CH2:11][CH2:10][CH2:9]1.[CH2:13]([I:15])[CH3:14]>>[I-:15].[CH2:13]([N+:8]1([CH:3]2[CH2:4][CH2:5][CH2:6][CH2:7][CH:2]2[CH3:1])[CH2:12][CH2:11][CH2:10][CH2:9]1)[CH3:14] |f:2.3|. Procedure details: Using the same procedure described in examples 4 and 9 above, N-(2-methylcyclohexyl)pyrrolidine was quaternized with ethyl iodide to give N-ethyl-N-(2-methylcyclohexyl)pyrrolidinium iodide which ion-exchanged with hydroxide ion using the aforementioned exchange procedures to give the hydroxide solution of the N-ethyl-N-(2-methylcyclohexyl)pyrrolidinium in a combined yield 86% for both the quaternization and the exchange. Starting materials: Cl.CCOCC (HCl Et2O), ClC=1C=C(C=O)C=CC1 (3-chlorobenzaldehyde), O (water), C(CCC)[Mg]Cl (n-butylmagnesium chloride). Run in C1CCOC1 (THF). Yields the product ClC=1C=C(C=CC1)C(CCCC)O (1-(3-chlorophenyl)pentan-1-ol). Reaction SMILES: [Cl:1][C:2]1[CH:3]=[C:4]([CH:7]=[CH:8][CH:9]=1)[CH:5]=[O:6].[CH2:10]([Mg]Cl)[CH2:11][CH2:12][CH3:13].O.Cl.CCOCC>C1COCC1>[Cl:1][C:2]1[CH:3]=[C:4]([CH:5]([OH:6])[CH2:10][CH2:11][CH2:12][CH3:13])[CH:7]=[CH:8][CH:9]=1 |f:3.4|. Reported procedure: A solution of 3-chlorobenzaldehyde (1.4 g, 10 mmol) in THF (10 mL) was cooled to −10° C., then 2.0 M n-butylmagnesium chloride (10 mL) was added. The reaction was allowed to warm to RT under N2 overnight. Next day the reaction was cooled to 0−5° C., water (5 mL) was added, followed by 2N HCl—Et2O partition. The organic layer was washed with brine, then dried over Na2SO4. After filtration and concentration the crude material was purified by chromatography using 9/1 hex/EtOAc. Recovered 1.25 g (63... Reactants: CCCCCC.CCOC(=O)C (hexane EtOAc), ClC1=CC=C2C(=CC=NC2=C1)N1CCNCC1 (7-Chloro-4-(piperazin-1-yl)quinoline), C(C1=CC=CC=C1)N=C=O (benzyl isocyanate). The solvent is C1CCOC1 (THF). Product: C(C1=CC=CC=C1)NC(=O)N1CCN(CC1)C1=CC=NC2=CC(=CC=C12)Cl (4-[4-(Benzylaminocarbonyl)piperazin-1-yl]-7-chloroquinoline). Reaction SMILES: [Cl:1][C:2]1[CH:11]=[C:10]2[C:5]([C:6]([N:12]3[CH2:17][CH2:16][NH:15][CH2:14][CH2:13]3)=[CH:7][CH:8]=[N:9]2)=[CH:4][CH:3]=1.[CH2:18]([N:25]=[C:26]=[O:27])[C:19]1[CH:24]=[CH:23][CH:22]=[CH:21][CH:20]=1.CCCCCC.CCOC(C)=O>C1COCC1>[CH2:18]([NH:25][C:26]([N:15]1[CH2:16][CH2:17][N:12]([C:6]2[C:5]3[C:10](=[CH:11][C:2]([Cl:1])=[CH:3][CH:4]=3)[N:9]=[CH:8][CH:7]=2)[CH2:13][CH2:14]1)=[O:27])[C:19]1[CH:24]=[CH:23][CH:22]=[CH:21][CH:20]=1 |f:2.3|. Reported procedure: 7-Chloro-4-(piperazin-1-yl)quinoline (62 mg, 0.25 mmol) and benzyl isocyanate (37 μL, 0.30 mmol) in THF (10 mL) are reacted according to method C yielding the title product as a colorless oil after column chromatography with hexane-EtOAc. The reactants are CC=1OC2=C(C=CC=C2C(C1)=O)C=O (2-methyl-4-oxo-4H-chromene-8-carbaldehyde), C(#N)C=C(C)[O-].[Na+] (sodium 1-cyanoprop-1-en-2-olate), NC1=CC(NC=C1)=O (4-aminopyridin-2(1H)-one), C(C)(=O)O (acetic acid). Solvent: CC(C)O (2-propanol). Product: CC=1NC=2C=CNC(C2C(C1C#N)C=1C=CC=C2C(C=C(OC12)C)=O)=O (2-Methyl-4-(2-methyl-4-oxo-4H-chromen-8-yl)-5-oxo-1,4,5,6-tetrahydro-1,6-naphthyridine-3-carbonitrile). Reaction SMILES: [CH3:1][C:2]1[O:3][C:4]2[C:9]([C:10](=[O:12])[CH:11]=1)=[CH:8][CH:7]=[CH:6][C:5]=2[CH:13]=O.[C:15]([CH:17]=[C:18]([O-])[CH3:19])#[N:16].[Na+].[NH2:22][C:23]1[CH:28]=[CH:27][NH:26][C:25](=[O:29])[CH:24]=1.C(O)(=O)C>CC(O)C>[CH3:19][C:18]1[NH:22][C:23]2[CH:28]=[CH:27][NH:26][C:25](=[O:29])[C:24]=2[CH:13]([C:5]2[CH:6]=[CH:7][CH:8]=[C:9]3[C:4]=2[O:3][C:2]([CH3:1])=[CH:11][C:10]3=[O:12])[C:17]=1[C:15]#[N:16] |f:1.2|. Reported procedure: 300 mg (1.59 mmol) of 2-methyl-4-oxo-4H-chromene-8-carbaldehyde are dissolved with 167.5 mg (1.59 mmol) of sodium 1-cyanoprop-1-en-2-olate, 175 mg (1.59 mmol) of 4-aminopyridin-2(1H)-one [Searls, T., McLaughlin, L. W., Tetrahedron 55, 11985-11996 (1999)] and 137 μl (2.39 mmol) of acetic acid in 12 ml of 2-propanol and heated under reflux under argon for 12 h. After cooling, the reaction mixture is filtered and the remaining solid is washed with diethyl ether (20 ml). 454 mg (82% of theory) of th...